This data is from the Open Reaction Database (ORD), a public repository of structured organic reaction records. The task is: describe an organic reaction: reactants, conditions, products, and yield Reactants: [OH-].[K+] (potassium hydroxide), NC=1C(=CC(=C(C(=O)OC)C1)OC)[N+](=O)[O-] (methyl 5-amino-2-methoxy-4-nitrobenzoate), Cl (hydrochloric acid). The solvent is O (water), O1CCOCC1 (dioxane). Product: NC=1C(=CC(=C(C(=O)O)C1)OC)[N+](=O)[O-] (5-Amino-2-methoxy-4-nitrobenzoic acid). As a reaction SMILES: [NH2:1][C:2]1[C:3]([N+:14]([O-:16])=[O:15])=[CH:4][C:5]([O:12][CH3:13])=[C:6]([CH:11]=1)[C:7]([O:9]C)=[O:8].[OH-].[K+].Cl>O1CCOCC1.O>[NH2:1][C:2]1[C:3]([N+:14]([O-:16])=[O:15])=[CH:4][C:5]([O:12][CH3:13])=[C:6]([CH:11]=1)[C:7]([OH:9])=[O:8] |f:1.2|. Procedure: To a suspension of 13.57 g of methyl 5-amino-2-methoxy-4-nitrobenzoate in 250 ml of dioxane was added a solution of 4.36 g of potassium hydroxide in 25 ml of water, and the mixture was refluxed for 4 hours. To the reaction solution was added 7 ml of concentrated hydrochloric acid. The solvent was evaporated under reduced pressure, and the residue, after addition of dioxane, was refluxed for an hour. The insoluble was removed by filtration, and the filtrate was allowed to stand to give the title ... Reactants: N1CCCCC1 (piperidine), C(C)OC1=CC2=C(N(C(N2C2CCCCC2)=O)S(=O)(=O)C2=C(C=C(C=C2)NC(=O)OC2=CC=CC=C2)OC)C=C1 (5-Ethoxy-1,3-dihydro-1-[2-methoxy-4-phenoxycarbonylaminobenzenesulfonyl]-3-cyclohexyl-2H-benzimidazol-2-one). Solvent: C(Cl)Cl (DCM). Conditions: time 18 hour. Product: C(C)OC1=CC2=C(N(C(N2C2CCCCC2)=O)S(=O)(=O)C2=C(C=C(C=C2)NC(=O)N2CCCCC2)OC)C=C1 (5-Ethoxy-1,3-dihydro-1-[2-methoxy-4-(piperid-1-ylcarbonylamino)benzenesulfonyl]-3-cyclohexyl-2H-benzimidazol-2-one). As a reaction SMILES: [NH:1]1[CH2:6][CH2:5][CH2:4][CH2:3][CH2:2]1.[CH2:7]([O:9][C:10]1[CH:46]=[CH:45][C:13]2[N:14]([S:24]([C:27]3[CH:32]=[CH:31][C:30]([NH:33][C:34](OC4C=CC=CC=4)=[O:35])=[CH:29][C:28]=3[O:43][CH3:44])(=[O:26])=[O:25])[C:15](=[O:23])[N:16]([CH:17]3[CH2:22][CH2:21][CH2:20][CH2:19][CH2:18]3)[C:12]=2[CH:11]=1)[CH3:8]>C(Cl)Cl>[CH2:7]([O:9][C:10]1[CH:46]=[CH:45][C:13]2[N:14]([S:24]([C:27]3[CH:32]=[CH:31][C:30]([NH:33][C:34]([N:1]4[CH2:6][CH2:5][CH2:4][CH2:3][CH2:2]4)=[O:35])=[CH:29][C:28]=3[O:43][CH3:44])(=[O:25])=[O:26])[C:15](=[O:23])[N:16]([CH:17]3[CH2:18][CH2:19][CH2:20][CH2:21][CH2:22]3)[C:12]=2[CH:11]=1)[CH3:8]. Reported procedure: 2 ml of piperidine were added to a solution of 500 mg of the compound obtained in Example 16 step A) in 25 ml of DCM. The reaction mixture was then stirred for 18 hours at room temperature. It was concentrated to dryness and the resulting product was passed over silica using DCM and then a DCM/AcOEt mixture (95/5; v/v) as the eluent to give 0.36 g of the expected product in the form of white crystals. M.p. =232° C. Reactants: CC(=O)O, CCCCOC(=O)COc1cc(F)c(-n2nc3c(c2Cl)CCCC3)cc1[N+](=O)[O-], [Fe]. Yields the product O=C1COc2cc(F)c(-n3nc4c(c3Cl)CCCC4)cc2N1. As a reaction SMILES: [CH3:30][C:31](=[O:32])[OH:33].[Cl:1][c:2]1[n:3](-[c:11]2[c:12]([F:29])[cH:13][c:14]([O:20][CH2:21][C:22](=[O:23])[O:24][CH2:25][CH2:26][CH2:27][CH3:28])[c:15]([N+:17]([O-:18])=[O:19])[cH:16]2)[n:4][c:5]2[c:10]1[CH2:9][CH2:8][CH2:7][CH2:6]2.[Fe:34]>>[Cl:1][c:2]1[n:3](-[c:11]2[c:12]([F:29])[cH:13][c:14]3[c:15]([cH:16]2)[NH:17][C:22](=[O:23])[CH2:21][O:20]3)[n:4][c:5]2[c:10]1[CH2:9][CH2:8][CH2:7][CH2:6]2. The reactants are D4, FC1=C(C=C(C=O)C=C1)C(F)(F)F (4-fluoro-3-(trifluoromethyl)benzaldehyde), FC=1C=C(C=CC1F)O (3,4-difluorophenol). Product: FC=1C=C(OC2=C(C=C(C=O)C=C2)C(F)(F)F)C=CC1F (4-(3,4-difluorophenoxy)-3-(trifluoromethyl)benzaldehyde). Procedure details: The title compound was prepared by a procedure similar to that described for D4 starting from 4-fluoro-3-(trifluoromethyl)benzaldehyde and 3,4-difluorophenol. RXN SMILES: F[C:2]1[CH:9]=[CH:8][C:5]([CH:6]=[O:7])=[CH:4][C:3]=1[C:10]([F:13])([F:12])[F:11].[F:14][C:15]1[CH:16]=[C:17]([OH:22])[CH:18]=[CH:19][C:20]=1[F:21]>>[F:14][C:15]1[CH:16]=[C:17]([CH:18]=[CH:19][C:20]=1[F:21])[O:22][C:2]1[CH:9]=[CH:8][C:5]([CH:6]=[O:7])=[CH:4][C:3]=1[C:10]([F:13])([F:12])[F:11]. Starting materials: CO, Fc1cnc(Cl)nc1Cl, O, O, Nc1cccc(-c2nnn[nH]2)c1. The product is Fc1cnc(Cl)nc1Nc1cccc(-c2nnn[nH]2)c1. As a reaction SMILES: [CH3:24][OH:25].[Cl:1][c:2]1[n:3][cH:4][c:5]([F:9])[c:6]([Cl:8])[n:7]1.[OH2:22].[OH2:23].[nH:10]1[n:11][n:12][n:13][c:14]1-[c:15]1[cH:16][c:17]([NH2:18])[cH:19][cH:20][cH:21]1>>[Cl:1][c:2]1[n:3][cH:4][c:5]([F:9])[c:6]([NH:18][c:17]2[cH:16][c:15](-[c:14]3[n:10][n:11][n:12][nH:13]3)[cH:21][cH:20][cH:19]2)[n:7]1.